This data is from the Open Reaction Database (ORD), a public repository of structured organic reaction records. The task is: describe an organic reaction: reactants, conditions, products, and yield The reactants are CN(C(=O)OC(C)(C)C)[C@@H]1C[C@@H]([C@H](C1)C1=CC=CC=C1)CN1CCC(CC1)N(CC=C)C(=O)OCC1=CC=C(C=C1)[N+](=O)[O-] (1-(S)-(N-(methyl)-N-(t-butoxycarbonyl)amino)-3-(S)-((4-(N-(4-nitrobenzyloxycarbonyl)-N-(allyl)amino)piperidin-1-yl)methyl)-4-(S)-phenylcyclopentane), FC1=CC=C(C(=O)Cl)C=C1 (4-fluorobenzoyl chloride). Yields the product CN(C(=O)C1=CC=C(C=C1)F)[C@@H]1C[C@@H]([C@H](C1)C1=CC=CC=C1)CN1CCC(CC1)N(CC=C)C(=O)OCC1=CC=C(C=C1)[N+](=O)[O-] (1-(S)-(N-(Methyl)-N-(4-fluorophenylcarbonyl)amino)-3-(S)-((4-(N-(4-nitrobenzyloxycarbonyl)-N-(allyl)amino)piperidin-1-yl)methyl)-4-(S)-phenylcyclopentane). Reaction SMILES: [CH3:1][N:2]([C@H:10]1[CH2:14][C@H:13]([C:15]2[CH:20]=[CH:19][CH:18]=[CH:17][CH:16]=2)[C@@H:12]([CH2:21][N:22]2[CH2:27][CH2:26][CH:25]([N:28]([C:32]([O:34][CH2:35][C:36]3[CH:41]=[CH:40][C:39]([N+:42]([O-:44])=[O:43])=[CH:38][CH:37]=3)=[O:33])[CH2:29][CH:30]=[CH2:31])[CH2:24][CH2:23]2)[CH2:11]1)C(OC(C)(C)C)=O.[F:45][C:46]1[CH:54]=[CH:53][C:49]([C:50](Cl)=[O:51])=[CH:48][CH:47]=1>>[CH3:1][N:2]([C@H:10]1[CH2:14][C@H:13]([C:15]2[CH:16]=[CH:17][CH:18]=[CH:19][CH:20]=2)[C@@H:12]([CH2:21][N:22]2[CH2:23][CH2:24][CH:25]([N:28]([C:32]([O:34][CH2:35][C:36]3[CH:37]=[CH:38][C:39]([N+:42]([O-:44])=[O:43])=[CH:40][CH:41]=3)=[O:33])[CH2:29][CH:30]=[CH2:31])[CH2:26][CH2:27]2)[CH2:11]1)[C:50]([C:49]1[CH:53]=[CH:54][C:46]([F:45])=[CH:47][CH:48]=1)=[O:51]. Procedure details: Using essentially the same procedure as in Example 16, Step A and B but substituting 1-(S)-(N-(methyl)-N-(t-butoxycarbonyl)amino)-3-(S)-((4-(N-(4-nitrobenzyloxycarbonyl)-N-(allyl)amino)piperidin-1-yl)methyl)-4-(S)-phenylcyclopentane from Example 31 in Step A and 4-fluorobenzoyl chloride in Step B, the title compound was prepared. Reactants: CCO, CSCc1c(N)c(F)cc(F)c1F. Product: Cc1c(N)c(F)cc(F)c1F. Reaction SMILES: [CH3:14][CH2:15][OH:16].[CH3:1][S:2][CH2:3][c:4]1[c:5]([NH2:6])[c:7]([F:13])[cH:8][c:9]([F:12])[c:10]1[F:11]>>[CH3:3][c:4]1[c:5]([NH2:6])[c:7]([F:13])[cH:8][c:9]([F:12])[c:10]1[F:11]. The reactants are NC1=NC(=CC(=N1)C)C (2-amino-4,6-dimethylpyrimidine), ClC=1SC(=CC1S(=O)(=O)N=C=O)Cl (2,5-dichloro-3-thiophenesulfonyl isocyanate). Solvent: C(Cl)Cl (methylene chloride). Conditions: time 16 hour. The product is CC1=NC(=NC(=C1)C)NC(=O)NS(=O)(=O)C1=C(SC(=C1)Cl)Cl (N-[(4,6-dimethylpyrimidin-2-yl)aminocarbonyl]-2,5-dichloro-3-thiophenesulfonamide). RXN SMILES: [NH2:1][C:2]1[N:7]=[C:6]([CH3:8])[CH:5]=[C:4]([CH3:9])[N:3]=1.[Cl:10][C:11]1[S:12][C:13]([Cl:22])=[CH:14][C:15]=1[S:16]([N:19]=[C:20]=[O:21])(=[O:18])=[O:17]>C(Cl)Cl>[CH3:9][C:4]1[CH:5]=[C:6]([CH3:8])[N:7]=[C:2]([NH:1][C:20]([NH:19][S:16]([C:15]2[CH:14]=[C:13]([Cl:22])[S:12][C:11]=2[Cl:10])(=[O:17])=[O:18])=[O:21])[N:3]=1. Reported procedure: To a suspension of 12 g of 2-amino-4,6-dimethylpyrimidine in 300 ml of methylene chloride was added at ambient temperature 26 g of 2,5-dichloro-3-thiophenesulfonyl isocyanate. After stirring for 16 hours, the resulting solution was evaporated to dryness and the desired product, obtained as a solid residue, was triturated with ethyl ether and filtered. The solid product thus obtained melted at 192°-194° and showed infrared absorption peaks at 1550 cm-1, 1605 cm-1, and 1690 cm-1. Reactants: N\C(=C/C(C(F)(F)F)=O)\OCC ((E)-4-amino-4-ethoxy-1,1,1-trifluorobut-3-en-2-one), S(=O)(=O)(O)O.CNN (methylhydrazine sulfate). The product is CN1N=C(C=C1C(F)(F)F)N (1-methyl-5-(trifluoromethyl)-1H-pyrazol-3-amine). Isolated yield 23.1%. RXN SMILES: [NH2:1]/[C:2](/OCC)=[CH:3]\[C:4](=O)[C:5]([F:8])([F:7])[F:6].S(O)(O)(=O)=O.[CH3:18][NH:19][NH2:20]>>[CH3:18][N:19]1[C:4]([C:5]([F:8])([F:7])[F:6])=[CH:3][C:2]([NH2:1])=[N:20]1 |f:1.2|. Procedure: Using the procedure described in Example 161A Step 3, (E)-4-amino-4-ethoxy-1,1,1-trifluorobut-3-en-2-one (1.83 g, 10 mmol) and methylhydrazine sulfate (1.586 g, 11 mmol) were reacted and the crude product purified by silica gel chromatography (with 0-10% EtOAc/CH2Cl2 as eluants) to afford 1-methyl-5-(trifluoromethyl)-1H-pyrazol-3-amine as solid (0.381 g, 23%). 1H NMR (300 MHz, CDCl3) δ 5.94 (s, 1H), 3.78 (s, 3H), 3.67 (br, 2H); LC-MS (ESI) m/z 166 (M+H)+. Reactants: [OH-].[K+] (KOH), FC1=C(C(=C(C=C1OC)OC)F)C1=CC=C(C=2N=CC=NC12)C#N (8-(2,6-difluoro-3,5-dimethoxy-phenyl)-quinoxaline-5-carbonitrile), O (H2O). Solvent: C(CO)O (ethylene glycol), CCOCC.O (Et2O H2O). Run at temperature 150 celsius, time 4 hour. Yields the product FC1=C(C(=C(C=C1OC)OC)F)C1=CC=C(C=2N=CC=NC12)C(=O)O (8-(2,6-Difluoro-3,5-dimethoxy-phenyl)-quinoxaline-5-carboxylic acid). Reaction SMILES: [OH-:1].[K+].[F:3][C:4]1[C:9]([O:10][CH3:11])=[CH:8][C:7]([O:12][CH3:13])=[C:6]([F:14])[C:5]=1[C:15]1[C:24]2[N:23]=[CH:22][CH:21]=[N:20][C:19]=2[C:18]([C:25]#N)=[CH:17][CH:16]=1.[OH2:27]>C(O)CO.CCOCC.O>[F:14][C:6]1[C:7]([O:12][CH3:13])=[CH:8][C:9]([O:10][CH3:11])=[C:4]([F:3])[C:5]=1[C:15]1[C:24]2[N:23]=[CH:22][CH:21]=[N:20][C:19]=2[C:18]([C:25]([OH:27])=[O:1])=[CH:17][CH:16]=1 |f:0.1,5.6|. Reported procedure: A solution of KOH (2.4 g, 42.8 mmol, 10 equiv) in H2O (10 mL) was added to 8-(2,6-difluoro-3,5-dimethoxy-phenyl)-quinoxaline-5-carbonitrile (Step 88.2) (1.4 g mg, 4.3 mmol) in ethylene glycol (20 mL). The reaction mixture was stirred at 150° C. for 4 h, allowed to cool to rt, diluted with Et2O/H2O, and extracted with Et2O. The aqueous phase was acidified to pH 5 by addition of 6 N HCl. Vacuum filtration of the resulting suspension afforded 1.47 g of the title compound as a brown solid, which was...